From a dataset of the Open Reaction Database (ORD), a public repository of structured organic reaction records. describe an organic reaction: reactants, conditions, products, and yield Starting materials: N=1C=2C=C(C=CC2C=CC1C)[Si](C)(C)C. Reagents/catalysts: O1B(OC(C)(C)C1(C)C)B2OC(C)(C)C(O2)(C)C, N=1C=CC(=CC1C=2N=CC=C(C2)C(C)(C)C)C(C)(C)C, C[OH2+].C[OH2+].C1CC=CCCC=C1.C1CC=CCCC=C1.[Ir].[Ir]. Solvent: O(C)C(C)(C)C. Reaction conditions: temperature 25 celsius, time 72 hour. The product is N=1C=2C=C(C=CC2C(=CC1C)B3OC(C)(C)C(O3)(C)C)[Si](C)(C)C. Isolated yield 68.0%. Procedure details: General procedure B was applied to 2-methyl-7-(trimethylsilyl)quinoline (215 mg, 1.00mmol). The reaction was stirred at room temperature for 72hoursaffording a mixture of monoborylated productsin an 85:10:5 ratio by GC-MS. Volatiles were removed under reduced pressure and the remaining residue was purified by silica  gel  flash-column  chromatography  with  gradient  elution  of  MeOH/DCM  from  0.5 -12.5%  over  25 column   volumes,   affording   only   the   major   2-methyl-4-(4,4,5,5-tetrame... Reactants: [NH4+].[Cl-] (NH4Cl), BrC1=C(C=C2C=NN(C2=C1)C1OCCCC1)OC1=C(C=C(C=C1)[N+](=O)[O-])F (6-bromo-5-(2-fluoro-4-nitrophenoxy)-1-(tetrahydro-2H-pyran-2-yl)-1H-indazole), N1=CC=C(C=C1)B(O)O (4-pyridineboronic acid), [F-].[Cs+] (CsF). Reagents/catalysts: C1=CC=C(C=C1)P([C-]2C=CC=C2)C3=CC=CC=C3.C1=CC=C(C=C1)P([C-]2C=CC=C2)C3=CC=CC=C3.Cl[Pd]Cl.[Fe+2] (PdCl2(dppf)). Solvent: CCOC(=O)C (EtOAc), O1CCOCC1 (1,4-dioxane), CCOC(=O)C (EtOAc). Conditions: temperature 110 celsius, time 8 hour. Yields the product FC1=C(OC=2C=C3C=NN(C3=CC2C2=CC=NC=C2)C2OCCCC2)C=CC(=C1)[N+](=O)[O-] (5-(2-Fluoro-4-nitrophenoxy)-6-(pyridine-4-yl)-1-(tetrahydro-2H-pyran-2-yl)-1H-indazole). Yield: 56.0%. RXN SMILES: Br[C:2]1[CH:10]=[C:9]2[C:5]([CH:6]=[N:7][N:8]2[CH:11]2[CH2:16][CH2:15][CH2:14][CH2:13][O:12]2)=[CH:4][C:3]=1[O:17][C:18]1[CH:23]=[CH:22][C:21]([N+:24]([O-:26])=[O:25])=[CH:20][C:19]=1[F:27].[N:28]1[CH:33]=[CH:32][C:31](B(O)O)=[CH:30][CH:29]=1.[F-].[Cs+].[NH4+].[Cl-]>O1CCOCC1.C1C=CC(P(C2C=CC=CC=2)[C-]2C=CC=C2)=CC=1.C1C=CC(P(C2C=CC=CC=2)[C-]2C=CC=C2)=CC=1.Cl[Pd]Cl.[Fe+2].CCOC(C)=O>[F:27][C:19]1[CH:20]=[C:21]([N+:24]([O-:26])=[O:25])[CH:22]=[CH:23][C:18]=1[O:17][C:3]1[CH:4]=[C:5]2[C:9](=[CH:10][C:2]=1[C:31]1[CH:32]=[CH:33][N:28]=[CH:29][CH:30]=1)[N:8]([CH:11]1[CH2:16][CH2:15][CH2:14][CH2:13][O:12]1)[N:7]=[CH:6]2 |f:2.3,4.5,7.8.9.10|. Procedure details: A mixture of 6-bromo-5-(2-fluoro-4-nitrophenoxy)-1-(tetrahydro-2H-pyran-2-yl)-1H-indazole (5.0 g, 11.5 mmol), 4-pyridineboronic acid (3.0 g, 24.3 mmol), PdCl2(dppf) (1.8 g, 2.25 mmol) and CsF (5.0 g, 33.0 mmol) in 1,4-dioxane (100 mL) is stirred at 110° C. overnight. Then, aqueous NH4Cl and EtOAc are added. The organic phase is separated, dried over anhydrous MgSO4 and concentrated. The residue is purified by silica gel column chromatography eluting with PE:EtOAc (3:1) to give the desired produc... Reactants: O=C1NC(=O)c2ccccc21, CN(C)C=O, CO, CS(=O)(=O)OCc1cc(-c2ccc3c(c2)CCO3)nn(CC2CC2)c1=O, [K], NN, O, O. Yields the product NCc1cc(-c2ccc3c(c2)CCO3)nn(CC2CC2)c1=O. Reaction SMILES: [C:27]1(=[O:28])[NH:31][C:29](=[O:30])[c:32]2[cH:33][cH:34][cH:35][cH:36][c:37]21.[CH3:39][N:40]([CH3:41])[CH:42]=[O:43].[CH3:47][OH:48].[CH:1]1([CH2:4][n:5]2[n:6][c:7](-[c:18]3[cH:19][cH:20][c:21]4[c:22]([cH:26]3)[CH2:23][CH2:24][O:25]4)[cH:8][c:9]([CH2:12][O:13][S:14]([CH3:15])(=[O:16])=[O:17])[c:10]2=[O:11])[CH2:2][CH2:3]1.[K:38].[NH2:45][NH2:46].[OH2:44].[OH2:49]>>[CH:1]1([CH2:4][n:5]2[n:6][c:7](-[c:18]3[cH:19][cH:20][c:21]4[c:22]([cH:26]3)[CH2:23][CH2:24][O:25]4)[cH:8][c:9]([CH2:12][NH2:31])[c:10]2=[O:11])[CH2:2][CH2:3]1. The solvent is O1CCCC1 (tetrahydrofuran). The product is OC(CCCC)C1=C(C2=C(C=CC(=C2C(=C1)OC)OC)OC)OC (2-(1-hydroxypentyl)-1,4,5,8-tetramethoxynaphthalene). Run at time 1 hour. The yield is 169.0%. As a reaction SMILES: [CH:1]([C:3]1[CH:12]=[C:11]([O:13][CH3:14])[C:10]2[C:5](=[C:6]([O:17][CH3:18])[CH:7]=[CH:8][C:9]=2[O:15][CH3:16])[C:4]=1[O:19][CH3:20])=[O:2].[Cl-].[NH4+]>O1CCCC1>[OH:2][CH:1]([C:3]1[CH:12]=[C:11]([O:13][CH3:14])[C:10]2[C:5](=[C:6]([O:17][CH3:18])[CH:7]=[CH:8][C:9]=2[O:15][CH3:16])[C:4]=1[O:19][CH3:20])[CH2:1][CH2:3][CH2:4][CH3:5] |f:1.2|. Starting materials: Grignard reagent, C(=O)C1=C(C2=C(C=CC(=C2C(=C1)OC)OC)OC)OC (2-formyl-1,4,5,8-tetramethoxynaphthalene), [Cl-].[NH4+] (ammonium chloride). Reported procedure: 0.8 g (33 mmole) of magnesium and 4.47 g (33 mmole) of 1-bromobutane were added to 30 ml of dry tetrahydrofuran and the mixture was stirred for 2 hours to obtain a Grignard reagent. A solution of 3 g (10.9 mmole) of 2-formyl-1,4,5,8-tetramethoxynaphthalene dissolved in 30 ml of dry tetrahydrofuran was added dropwise to the Grignard reagent over 20 minutes through a dropping funnel. The reaction mixture was stirred at normal temperature for further one hour and then 80 ml of 10% aqueous ammonium ...